From a dataset of the Open Reaction Database (ORD), a public repository of structured organic reaction records. describe an organic reaction: reactants, conditions, products, and yield Reactants: COC1=C(C(C1=O)=O)NC=1C=C(C=CC1Cl)NC(=O)C=1SC=CC1NCC1=CC=NC2=CC=CC=C12 (N-{3-[(2-methoxy-3,4-dioxocyclobut-1-en-1-yl)amino]-4-chlorophenyl}-3-[(quinolin-4-ylmethyl)amino]thiophene-2-carboxamide), ClC1=C(C=C(C=C1)N)N (4-chloro-1,3-phenylenediamine), COCCN (2-methoxyethylamine). Product: N1=CC=C(C2=CC=CC=C12)CNC1=C(SC=C1)C(=O)NC1=CC(=C(C=C1)Cl)NC1=C(C(C1=O)=O)NCCOC (3-[(Quinolin-4-ylmethyl)amino]-N-(4-chloro-3-{[2-(2-methoxyethylamino)-3,4-dioxocyclobut-1-en-1-yl]amino}phenyl)thiophene-2-carboxamide). As a reaction SMILES: CO[C:3]1[C:6](=[O:7])[C:5](=[O:8])[C:4]=1[NH:9][C:10]1[CH:11]=[C:12]([NH:17][C:18]([C:20]2[S:21][CH:22]=[CH:23][C:24]=2[NH:25][CH2:26][C:27]2[C:36]3[C:31](=[CH:32][CH:33]=[CH:34][CH:35]=3)[N:30]=[CH:29][CH:28]=2)=[O:19])[CH:13]=[CH:14][C:15]=1[Cl:16].ClC1C=CC(N)=CC=1N.[CH3:46][O:47][CH2:48][CH2:49][NH2:50]>>[N:30]1[C:31]2[C:36](=[CH:35][CH:34]=[CH:33][CH:32]=2)[C:27]([CH2:26][NH:25][C:24]2[CH:23]=[CH:22][S:21][C:20]=2[C:18]([NH:17][C:12]2[CH:13]=[CH:14][C:15]([Cl:16])=[C:10]([NH:9][C:4]3[C:5](=[O:8])[C:6](=[O:7])[C:3]=3[NH:50][CH2:49][CH2:48][O:47][CH3:46])[CH:11]=2)=[O:19])=[CH:28][CH:29]=1. Procedure: EXAMPLE 47 was prepared according to the procedure described in EXAMPLE 3 using N-{3-[(2-methoxy-3,4-dioxocyclobut-1-en-1-yl)amino]-4-chlorophenyl}-3-[(quinolin-4-ylmethyl)amino]thiophene-2-carboxamide (prepared according to the procedure described in EXAMPLE 1 using 4-chloro-1,3-phenylenediamine instead of 1,3-phenylenediamine) and 2-methoxyethylamine instead of dimethylamine. MS (ES+): m/z 561.9 [M+1] Procedure: Following the same procedure for the preparation of 4-{[(2-Hydroxy-biphenyl-4-ylmethyl)-amino]-methylene}-6-iodo-4H-isoquinoline-1,3-dione, the title compound is prepared from 6-iodo-4-methoxymethylene-4H-isoquinoline-1,3-dione (100 mg, 0.30 mmol) and 3-Aminomethyl-4-iodo-phenol (80 mg, 0.32 mmol) in 73% yield: MS (ESI): 545.0 (M−1)−1. Yields the product OC=1C=CC(=C(CNC=C2C(NC(C3=CC=C(C=C23)I)=O)=O)C1)I (4-[(5-Hydroxy-2-iodo-benzylamino)-methylene]-6-iodo-4H-isoquinoline-1,3-dione). Reaction SMILES: [OH:1][C:2]1[CH:7]=[C:6]([CH2:8][NH:9][CH:10]=[C:11]2[C:20]3[C:15](=[CH:16][CH:17]=[C:18]([I:21])[CH:19]=3)[C:14](=[O:22])[NH:13][C:12]2=[O:23])[CH:5]=[CH:4][C:3]=1C1C=CC=CC=1.[I:30]C1C=C2C(=CC=1)C(=O)NC(=O)C2=COC.NCC1C=C(O)C=CC=1I>>[OH:1][C:2]1[CH:3]=[CH:4][C:5]([I:30])=[C:6]([CH:7]=1)[CH2:8][NH:9][CH:10]=[C:11]1[C:20]2[C:15](=[CH:16][CH:17]=[C:18]([I:21])[CH:19]=2)[C:14](=[O:22])[NH:13][C:12]1=[O:23]. Starting materials: OC1=C(C=CC(=C1)CNC=C1C(NC(C2=CC=C(C=C12)I)=O)=O)C1=CC=CC=C1 (4-{[(2-Hydroxy-biphenyl-4-ylmethyl)-amino]-methylene}-6-iodo-4H-isoquinoline-1,3-dione), IC=1C=C2C(C(NC(C2=CC1)=O)=O)=COC (6-iodo-4-methoxymethylene-4H-isoquinoline-1,3-dione), NCC=1C=C(C=CC1I)O (3-Aminomethyl-4-iodo-phenol). The yield is 73.0%.